This data is from the Open Reaction Database (ORD), a public repository of structured organic reaction records. The task is: describe an organic reaction: reactants, conditions, products, and yield The reactants are solution, CCCC[N+](CCCC)(CCCC)CCCC.[F-] (TBAF), CC1=CC(=NO1)CN1N=CC(=C1)C#C[Si](C)(C)C (5-Methyl-3-((4-((trimethylsilyl)ethynyl)-1H-pyrazol-1-yl)methyl)isoxazole). Solvent: C1CCOC1 (THF), C(C)(=O)OCC (ethyl acetate), O (water), C1CCOC1 (THF). Conditions: time 10 minute. Yields the product C(#C)C=1C=NN(C1)CC1=NOC(=C1)C (3-((4-Ethynyl-1H-pyrazol-1-yl)methyl)-5-methylisoxazole). The yield is 70.0%. RXN SMILES: [CH3:1][C:2]1[O:6][N:5]=[C:4]([CH2:7][N:8]2[CH:12]=[C:11]([C:13]#[C:14][Si](C)(C)C)[CH:10]=[N:9]2)[CH:3]=1.CCCC[N+](CCCC)(CCCC)CCCC.[F-]>C1COCC1.C(OCC)(=O)C.O>[C:13]([C:11]1[CH:10]=[N:9][N:8]([CH2:7][C:4]2[CH:3]=[C:2]([CH3:1])[O:6][N:5]=2)[CH:12]=1)#[CH:14] |f:1.2|. Reported procedure: 5-Methyl-3-((4-((trimethylsilyl)ethynyl)-1H-pyrazol-1-yl)methyl)isoxazole (31) (0.55 g, 2.12 mmol) was dissolved in 3 ml THF and stirred at RT. To the stirred solution was then added a 1M solution of TBAF in THF (3 ml, 3 mmol). After 10 minutes, the reaction was diluted with ethyl acetate (20 ml) and water (20 ml). The organic solution was collected, dried and concentrated. The crude product was purified on a short silica column eluting with 5% ethyl acetate in DCM. The pure fractions provided t... Reactants: CN1N=C(C(=C1)C1CC(C(C(C1)=O)C(CC)=O)=O)C (5-(1,3-dimethyl-1H-pyrazol-4-yl)-2-propionylcyclohexane-1,3-dione), ethanolic solution, Cl/C=C/CON ((E)-3-chloro-2-propenyloxyamine). Run in C(C)O (ethanol). Yields the product ClC=CCO\N=C(/CC)\C1C(CC(CC1=O)C=1C(=NN(C1)C)C)=O ((E)-2-[1-(3-chloro-2-propenyloxyimino)propyl]-5-(1,3-dimethyl-1H-pyrazol-4-yl)-cyclohexane-1,3-dione). Isolated yield 91.2%. Reaction SMILES: [CH3:1][N:2]1[CH:6]=[C:5]([CH:7]2[CH2:12][C:11](=[O:13])[CH:10]([C:14](=O)[CH2:15][CH3:16])[C:9](=[O:18])[CH2:8]2)[C:4]([CH3:19])=[N:3]1.[Cl:20]/[CH:21]=[CH:22]/[CH2:23][O:24][NH2:25]>C(O)C>[Cl:20][CH:21]=[CH:22][CH2:23][O:24]/[N:25]=[C:14](/[CH:10]1[C:11](=[O:13])[CH2:12][CH:7]([C:5]2[C:4]([CH3:19])=[N:3][N:2]([CH3:1])[CH:6]=2)[CH2:8][C:9]1=[O:18])\[CH2:15][CH3:16]. Procedure details: In 20 ml of ethanol was dissolved 2.62 g (10 mmols) of 5-(1,3-dimethyl-1H-pyrazol-4-yl)-2-propionylcyclohexane-1,3-dione and, 30 ml (12 mmols) of 0.4 mol ethanolic solution of (E)-3-chloro-2-propenyloxyamine was added to the solution. The mixture was reacted for 8 hours with stirring. After completion of the reaction, the reaction mixture was concentrated under reduced pressure. The resulting crude product was purified by silica gel column chromatography (chloroform:methanol=50:1) to give 3.21 g... Starting materials: CS(=O)(=NC(=O)c1cncc(Br)c1)c1ccccc1, C#Cc1cccc(O)c1. The product is CS(=O)(=NC(=O)c1cncc(C#Cc2cccc(O)c2)c1)c1ccccc1. RXN SMILES: [Br:1][c:2]1[cH:3][n:4][cH:5][c:6]([C:7](=[O:8])[N:9]=[S:10]([c:11]2[cH:12][cH:13][cH:14][cH:15][cH:16]2)(=[O:17])[CH3:18])[cH:19]1.[OH:20][c:21]1[cH:22][c:23]([C:27]#[CH:28])[cH:24][cH:25][cH:26]1>>[c:2]1([C:28]#[C:27][c:23]2[cH:22][c:21]([OH:20])[cH:26][cH:25][cH:24]2)[cH:3][n:4][cH:5][c:6]([C:7](=[O:8])[N:9]=[S:10]([c:11]2[cH:12][cH:13][cH:14][cH:15][cH:16]2)(=[O:17])[CH3:18])[cH:19]1. As a reaction SMILES: [Cl+:1]([O-:2])[O-:3].[Cl:5][c:6]1[cH:7][c:8]([O:31][CH2:32][CH:33]=[O:34])[cH:9][n:10][c:11]1[O:12][c:13]1[cH:14][c:15]2[c:16]([NH:23][c:24]3[n:25][cH:26][c:27]([CH3:30])[n:28][cH:29]3)[n:17][cH:18][n:19][c:20]2[cH:21][cH:22]1.[ClH:41].[Na+:35].[Na+:4].[OH2:42].[OH:36][P:37](=[O:38])([O-:39])[OH:40]>>[Cl:5][c:6]1[cH:7][c:8]([O:31][CH2:32][C:33](=[O:34])[OH:36])[cH:9][n:10][c:11]1[O:12][c:13]1[cH:14][c:15]2[c:16]([NH:23][c:24]3[n:25][cH:26][c:27]([CH3:30])[n:28][cH:29]3)[n:17][cH:18][n:19][c:20]2[cH:21][cH:22]1. The product is Cc1cnc(Nc2ncnc3ccc(Oc4ncc(OCC(=O)O)cc4Cl)cc23)cn1. Starting materials: [O-][Cl+][O-], Cc1cnc(Nc2ncnc3ccc(Oc4ncc(OCC=O)cc4Cl)cc23)cn1, Cl, [Na+], [Na+], O, O=P([O-])(O)O. Reactants: C([C@H](O)C1=CC=CC=C1)(=O)O (D-(-)-mandelic acid), S(O)(O)(=O)=O (sulfuric acid), CO (methanol). The product is C([C@H](O)C1=CC=CC=C1)(=O)OC (methyl D-(-)-mandelate). RXN SMILES: [C:1]([OH:11])(=[O:10])[C@@H:2]([C:4]1[CH:9]=[CH:8][CH:7]=[CH:6][CH:5]=1)[OH:3].S(=O)(=O)(O)O.[CH3:17]O>>[C:1]([O:11][CH3:17])(=[O:10])[C@@H:2]([C:4]1[CH:9]=[CH:8][CH:7]=[CH:6][CH:5]=1)[OH:3]. Procedure: To a stirred solution of D-(-)-mandelic acid (20 g) in methanol (100 ml) was added concentrated sulfuric acid (6 g) and the mixture was refluxed for 2.5 hours. After cooling to room temperature it was concentrated to about 50 ml and the residue was dissolved in methylene chloride (about 300 ml). The solution was the washed with water, saturated sodium bicarbonte and water, dried (magnesium sulfate) and evaporated to give a clear oil, which crystallized upon cooling to give 21.7 g of methyl D-(-)... Starting materials: [Na+].N(C(=N)N)C=1SC=C(N1)C(=O)[O-] (2-guanidino-thiazole-4-carboxylic acid sodium salt), Cl.N1CC(CCC1)C(=O)NCCC(=O)OCC (ethyl (RS)-3-[(piperidine-3-carbonyl)-amino]-propionate hydrochloride). Yields the product N(C(=N)N)C=1SC=C(N1)C(=O)N1CC(CCC1)C(=O)NCCC(=O)OCC (ethyl (RS)-3-[[1-(2-guanidino-thiazole-4-carbonyl)-piperidine-3-carbonyl]-amino]-propionate). As a reaction SMILES: [Na+].[NH:2]([C:6]1[S:7][CH:8]=[C:9]([C:11]([O-:13])=O)[N:10]=1)[C:3]([NH2:5])=[NH:4].Cl.[NH:15]1[CH2:20][CH2:19][CH2:18][CH:17]([C:21]([NH:23][CH2:24][CH2:25][C:26]([O:28][CH2:29][CH3:30])=[O:27])=[O:22])[CH2:16]1>>[NH:2]([C:6]1[S:7][CH:8]=[C:9]([C:11]([N:15]2[CH2:20][CH2:19][CH2:18][CH:17]([C:21]([NH:23][CH2:24][CH2:25][C:26]([O:28][CH2:29][CH3:30])=[O:27])=[O:22])[CH2:16]2)=[O:13])[N:10]=1)[C:3]([NH2:5])=[NH:4] |f:0.1,2.3|. Procedure: In analogy to Example 4, by coupling 2-guanidino-thiazole-4-carboxylic acid sodium salt with ethyl (RS)-3-[(piperidine-3-carbonyl)-amino]-propionate hydrochloride there is obtained ethyl (RS)-3-[[1-(2-guanidino-thiazole-4-carbonyl)-piperidine-3-carbonyl]-amino]-propionate as a white foam. MS: 397 (M+H)+. Reactants: C(CCC)SCC(C)(O)C=1N(C2=CC(=C(C=C2C1)[N+](=O)[O-])C(F)(F)F)S(=O)(=O)C (1butylsulfanyl-2-(1-methanesulfonyl-5-nitro-6-trifluoromethyl-1H-indol-2-yl)-propan-2-ol), [OH-].[Na+] (sodium hydroxide). Product: C(CCC)SCC(C)(O)C=1NC2=CC(=C(C=C2C1)[N+](=O)[O-])C(F)(F)F (1-Butylsulfanyl-2-(5-nitro-6-trifluoromethyl-1H-indol-2-yl)-propan-2-ol). Reaction SMILES: [CH2:1]([S:5][CH2:6][C:7]([C:10]1[N:11](S(C)(=O)=O)[C:12]2[C:17]([CH:18]=1)=[CH:16][C:15]([N+:19]([O-:21])=[O:20])=[C:14]([C:22]([F:25])([F:24])[F:23])[CH:13]=2)([OH:9])[CH3:8])[CH2:2][CH2:3][CH3:4].[OH-].[Na+]>>[CH2:1]([S:5][CH2:6][C:7]([C:10]1[NH:11][C:12]2[C:17]([CH:18]=1)=[CH:16][C:15]([N+:19]([O-:21])=[O:20])=[C:14]([C:22]([F:24])([F:25])[F:23])[CH:13]=2)([OH:9])[CH3:8])[CH2:2][CH2:3][CH3:4] |f:1.2|. Reported procedure: This compound was prepared using the general de-protection procedure as describe in General Procedures Example B. The starting material used was 1butylsulfanyl-2-(1-methanesulfonyl-5-nitro-6-trifluoromethyl-1H-indol-2-yl)-propan-2-ol (0.53 g, 1.16 mmol). The base that was used was 4N sodium hydroxide solution (1 mL, 4 mmol). The title compound was obtained as a yellow sticky oil.